Dataset: the Open Reaction Database (ORD), a public repository of structured organic reaction records. Task: describe an organic reaction: reactants, conditions, products, and yield Reactants: CN1N=CC(=C1/C/1=C/C(\C=C/CC1)=O)[N+](=O)[O-] ((2E,6Z)-3-(1-methyl-4-nitro-1H-pyrazol-5-yl)cyclohepta-2,6-dienone), C[Si](C)(C)N=[N+]=[N-] (trimethylsilyl azide), resin. Procedure details: To a solution of (2E,6Z)-3-(1-methyl-4-nitro-1H-pyrazol-5-yl)cyclohepta-2,6-dienone (690 mg, 2.95 mmol) in acetonitrile (10 mL) was added trimethylsilyl azide (1 mL, 7.57 mmol) and Amberlite™ IRA900F resin (590 mg, 1.47 mmol). The reaction mixture was stirred at 40° C. for 5 hr, cooled to room temperature, filtered and concentrated under reduced pressure to give (E)-6-azido-3-(1-methyl-4-nitro-1H-pyrazol-5-yl)cyclohept-2-enone as a yellow oil. To a solution of this oil (810 mg, 2.93 mmol) in THF... RXN SMILES: [CH3:1][N:2]1[C:6]([C:7]2=[CH:8][C:9](=[O:14])[CH:10]=[CH:11][CH2:12][CH2:13]2)=[C:5]([N+:15]([O-:17])=[O:16])[CH:4]=[N:3]1.C[Si]([N:22]=[N+:23]=[N-:24])(C)C>C(#N)C>[N:22]([CH:11]1[CH2:10][C:9](=[O:14])[CH:8]=[C:7]([C:6]2[N:2]([CH3:1])[N:3]=[CH:4][C:5]=2[N+:15]([O-:17])=[O:16])[CH2:13][CH2:12]1)=[N+:23]=[N-:24]. The product is N(=[N+]=[N-])C1CC\C(=C/C(C1)=O)\C1=C(C=NN1C)[N+](=O)[O-] ((E)-6-azido-3-(1-methyl-4-nitro-1H-pyrazol-5-yl)cyclohept-2-enone). Solvent: C(C)#N (acetonitrile). Run at temperature 40 celsius, time 5 hour. Reactants: C1=C2C=3C=CC=CC3N3C2=C(C=C1)C(CC3)=O (5,6-dihydro-4H-pyrido[3,2,1-jk]carbazole-4-one), C(C1=CC=CC=C1)=O (Benzaldehyde), [Cl-].[NH4+] (ammonium chloride), C(CCC)[Li] (n-butyl lithium). The solvent is O1CCCC1 (tetrahydrofuran), O1CCCC1 (tetrahydrofuran). Run at time 30 minute. The product is C(C1=CC=CC=C1)(=O)C=1C(C=2C=CC=C3C=4C=CC=CC4N(C23)C1)=O (5-benzoyl-4H-pyrido[3,2,1-jk]carbazole-4-one). Isolated yield 14.0%. RXN SMILES: [CH:1]1[CH:13]=[CH:12][C:11]2[C:14](=[O:17])[CH2:15][CH2:16][N:9]3[C:10]=2[C:2]=1[C:3]1[CH:4]=[CH:5][CH:6]=[CH:7][C:8]=13.C([Li])CCC.[CH:23](=[O:30])[C:24]1[CH:29]=[CH:28][CH:27]=[CH:26][CH:25]=1.[Cl-].[NH4+]>O1CCCC1>[C:23]([C:15]1[C:14](=[O:17])[C:11]2[CH:12]=[CH:13][CH:1]=[C:2]3[C:10]=2[N:9]([CH:16]=1)[C:8]1[CH:7]=[CH:6][CH:5]=[CH:4][C:3]3=1)(=[O:30])[C:24]1[CH:29]=[CH:28][CH:27]=[CH:26][CH:25]=1 |f:3.4|. Procedure: 5,6-dihydro-4H-pyrido[3,2,1-jk]carbazole-4-one (4 g) prepared by the procedure described in J.O.C., 24, 324 (1959) was dissolved in anhydrous tetrahydrofuran (160 ml). n-butyl lithium (solution in hexane, 15 ml) was added dropwise to the solution cooled in an acetone-dry ice bath, and the mixture was stirred for 30 minutes. Benzaldehyde (2 ml) dissolved in anhydrous tetrahydrofuran (80 ml) was gradually added dropwise to the solution cooled in an acetone-dry ice bath, and the mixture was stirred...